This data is from the Open Reaction Database (ORD), a public repository of structured organic reaction records. The task is: describe an organic reaction: reactants, conditions, products, and yield The reactants are CNC(=O)NOC (1-methyl-3-methoxy urea), FC1=C(C=CC=C1)N=C=O (2-fluorophenylisocyanate). Run in C=1(C(=CC=CC1)C)C (xylene), C=1(C(=CC=CC1)C)C (xylene). The product is CNC(=O)N(C(=O)NC1=C(C=CC=C1)F)OC (1-methyl-3-methoxy-5-(2-fluorophenyl) biuret). As a reaction SMILES: [CH3:1][NH:2][C:3]([NH:5][O:6][CH3:7])=[O:4].[F:8][C:9]1[CH:14]=[CH:13][CH:12]=[CH:11][C:10]=1[N:15]=[C:16]=[O:17]>C1(C)C(C)=CC=CC=1>[CH3:1][NH:2][C:3]([N:5]([O:6][CH3:7])[C:16]([NH:15][C:10]1[CH:11]=[CH:12][CH:13]=[CH:14][C:9]=1[F:8])=[O:17])=[O:4]. Procedure: To 35 g (0.27 mol) of 1-methyl-3-methoxy urea in 150 ml xylene was added dropwise a solution of 37 g (0.27 mol) 2-fluorophenylisocyanate in 100 ml of xylene. The reaction mixture was refluxed for 4 hours. The reaction mixture was filtered while warm to remove a small amount of triethylamine hydrochloride (impurity in the urea reactant). The filtrate was evaporated to give the biuret product as a solid (m.p. 144°-147° C after recrystallization from benzene). Elemental analysis for fluorine showed... Reactants: CO, [K+], CCOC(=O)CCCCCN=[N+]=[N-], [OH-], O. Yields the product [N-]=[N+]=NCCCCCC(=O)O. Reaction SMILES: [CH3:17][OH:18].[K+:15].[N:1](=[N+:2]=[N-:3])[CH2:4][CH2:5][CH2:6][CH2:7][CH2:8][C:9](=[O:10])[O:11][CH2:12][CH3:13].[OH-:14].[OH2:16]>>[N:1](=[N+:2]=[N-:3])[CH2:4][CH2:5][CH2:6][CH2:7][CH2:8][C:9](=[O:10])[OH:11]. Reactants: N1(CCCC1)CCCOC=1C=C2CCC(NC2=CC1)=O (6-[3-(pyrrolidin-1-yl)propoxy]-3,4-dihydroquinolin-2(1H)-one), FC1=CC=C(C=C1)I (1-fluoro-4-iodobenzene), CN[C@H]1[C@@H](CCCC1)NC (rac-trans-N,N′-dimethylcyclohexane-1,2-diamine), C([O-])([O-])=O.[Cs+].[Cs+] (cesium carbonate). Reagents/catalysts: [Cu](I)I (copper iodide). Run in C1(=CC=CC=C1)C (toluene), C(Cl)(Cl)Cl (chloroform). Conditions: temperature 105 celsius, time 60 hour. Yields the product FC1=CC=C(C=C1)N1C(CCC2=CC(=CC=C12)OCCCN1CCCC1)=O (1-(4-fluorophenyl)-6-[3-(pyrrolidin-1-yl)propoxy]-3,4-dihydroquinolin-2(1H)-one). The yield is 37.2%. RXN SMILES: [N:1]1([CH2:6][CH2:7][CH2:8][O:9][C:10]2[CH:11]=[C:12]3[C:17](=[CH:18][CH:19]=2)[NH:16][C:15](=[O:20])[CH2:14][CH2:13]3)[CH2:5][CH2:4][CH2:3][CH2:2]1.[F:21][C:22]1[CH:27]=[CH:26][C:25](I)=[CH:24][CH:23]=1.CN[C@@H]1CCCC[C@H]1NC.C(=O)([O-])[O-].[Cs+].[Cs+]>C1(C)C=CC=CC=1.C(Cl)(Cl)Cl.[Cu](I)I>[F:21][C:22]1[CH:27]=[CH:26][C:25]([N:16]2[C:17]3[C:12](=[CH:11][C:10]([O:9][CH2:8][CH2:7][CH2:6][N:1]4[CH2:5][CH2:4][CH2:3][CH2:2]4)=[CH:19][CH:18]=3)[CH2:13][CH2:14][C:15]2=[O:20])=[CH:24][CH:23]=1 |f:3.4.5|. Procedure details: A suspension of 6-[3-(pyrrolidin-1-yl)propoxy]-3,4-dihydroquinolin-2(1H)-one prepared in Example 10-(2) (0.20 g), 1-fluoro-4-iodobenzene (0.24 g), rac-trans-N,N′-dimethylcyclohexane-1,2-diamine (0.10 g), copper iodide (0.035 g) and cesium carbonate (0.48 g) in toluene (1.0 mL) was stirred at 105° C. for 60 hours. The reaction mixture was cooled to room temperature, diluted with chloroform and filtered to remove insoluble materials. The filtrate was concentrated under reduced pressure. The result...